Dataset: the Open Reaction Database (ORD), a public repository of structured organic reaction records. Task: describe an organic reaction: reactants, conditions, products, and yield Reactants: C(C)(C)(C)OC(N[C@@H](CC(N1CC(NC2=C(C1)C=CC=C2)=O)=O)CC2=C(C=C(C(=C2)F)F)F)=O ([(R)-3-oxo-3-(2-oxo-1,2,3,5-tetrahydro-benzo[e][1,4]diazepin-4-yl)-1-(2,4,5-trifluoro-benzyl)-propyl]-carbamic acid tert-butyl ester), FC(C(=O)O)(F)F (trifluoroacetic acid), FC(C(=O)O)(F)F (trifluoroacetic acid), CCCCCC (hexane). Run in C(Cl)Cl (DCM), C(Cl)Cl (DCM). Run at time 1 hour. Yields the product FC(C(=O)O)(F)F (trifluoroacetic acid), N[C@@H](CC(=O)N1CC(NC2=C(C1)C=CC=C2)=O)CC2=C(C=C(C(=C2)F)F)F (4-[(R)-3-amino-4-(2,4,5-trifluorophenyl)-butyryl]-1,3,4,5-tetrahydro-benzo[e][1,4]diazepin-2-one). The yield is 73.0%. As a reaction SMILES: C(OC(=O)[NH:7][C@H:8]([CH2:24][C:25]1[CH:30]=[C:29]([F:31])[C:28]([F:32])=[CH:27][C:26]=1[F:33])[CH2:9][C:10](=[O:23])[N:11]1[CH2:17][C:16]2[CH:18]=[CH:19][CH:20]=[CH:21][C:15]=2[NH:14][C:13](=[O:22])[CH2:12]1)(C)(C)C.[F:35][C:36]([F:41])([F:40])[C:37]([OH:39])=[O:38].CCCCCC>C(Cl)Cl>[F:35][C:36]([F:41])([F:40])[C:37]([OH:39])=[O:38].[NH2:7][C@H:8]([CH2:24][C:25]1[CH:30]=[C:29]([F:31])[C:28]([F:32])=[CH:27][C:26]=1[F:33])[CH2:9][C:10]([N:11]1[CH2:17][C:16]2[CH:18]=[CH:19][CH:20]=[CH:21][C:15]=2[NH:14][C:13](=[O:22])[CH2:12]1)=[O:23]. Reported procedure: To a solution of [(R)-3-oxo-3-(2-oxo-1,2,3,5-tetrahydro-benzo[e][1,4]diazepin-4-yl)-1-(2,4,5-trifluoro-benzyl)-propyl]-carbamic acid tert-butyl ester (40 mg, 0.08 mmol) in DCM (5 mL), was added trifluoroacetic acid (0.24 mL, 3 mL/mmol). The reaction mixture was stirred at r.t. for 1 h. After completion of the reaction, as confirmed by TLC, excess of trifluoroacetic acid and DCM were evaporated in vacuo to afford a gummy solid which was solidified from hexane to afford trifluoroacetic acid salt o... RXN SMILES: [O:1]1[CH2:6][CH2:5][CH2:4][CH2:3][CH:2]1[O:7][CH2:8][CH2:9][C:10]1[N:11]=[CH:12][C:13]([NH:16]C(=O)OCC2C=CC=CC=2)=[N:14][CH:15]=1>CO.C1COCC1.[C].[Pd]>[O:1]1[CH2:6][CH2:5][CH2:4][CH2:3][CH:2]1[O:7][CH2:8][CH2:9][C:10]1[N:11]=[CH:12][C:13]([NH2:16])=[N:14][CH:15]=1 |f:3.4|. Procedure: To a solution of benzyl {5-[2-(tetrahydro-2H-pyran-2-yloxy)ethyl]pyrazin-2-yl}carbamate (416 mg) in methanol (20 mL) and THF (10 mL) was added 10% palladium carbon (100 mg), followed by stirring for 2 hours under a hydrogen atmosphere. It was filtered through Celite and concentrated to obtain 5-[2-(tetrahydro-2H-pyran-2-yloxy)ethyl]pyrazin-2-amine (305 mg) as a pale yellow oily substance. Run in CO (methanol), C1CCOC1 (THF). Reactants: O1C(CCCC1)OCCC=1N=CC(=NC1)NC(OCC1=CC=CC=C1)=O (benzyl {5-[2-(tetrahydro-2H-pyran-2-yloxy)ethyl]pyrazin-2-yl}carbamate). The yield is 117.4%. The reagents and catalysts are [C].[Pd] (palladium carbon). The product is O1C(CCCC1)OCCC=1N=CC(=NC1)N (5-[2-(tetrahydro-2H-pyran-2-yloxy)ethyl]pyrazin-2-amine). Run at time 2 hour. The reactants are C(C=C)O[C@@H]1C[C@@H](C2=CC(=CC=C12)OC)NC[C@H]([C@H](CC1=CC(=CC(=C1)Cl)Cl)N)O ((2R,3S)-1-((1S,3R)-3-(allyloxy)-6-methoxy-2,3-dihydro-1H-inden-1-ylamino)-3-amino-4-(3,5-dichloro-phenyl)butan-2-ol), ( 1 ), CN(S(=O)(=O)CCCCC)[C@H](C(=O)O)CC=C ((S)-2-(N-methylpentylsulfonamido)pent-4-enoic acid), CCN=C=NCCC[N+](C)(C)C.[I-] (1-[3-(dimethyamino)propyl]-3-ethyl carbodiimide methiodide), ON1N=NC2=C1C=CC=C2 (1-hydroxybenzotriazole). The reagents and catalysts are C(C)N(CC)CC (triethylamine). Run in CN(C=O)C (dimethyl-formamide). Reaction conditions: time 15 minute. Yields the product C(C=C)O[C@@H]1C[C@@H](C2=CC(=CC=C12)OC)NC[C@H]([C@H](CC1=CC(=CC(=C1)Cl)Cl)NC([C@H](CC=C)N(S(=O)(=O)CCCCC)C)=O)O ((S)-N-((2S,3R)-4-((1S,3R)-3-(allyloxy)-6-methoxy-2,3-dihydro-1H-inden-1-yl-amino)-1-(3,5-dichlorophenyl)-3-hydroxybutan-2-yl)-2-(N-methylpentyl-sulfon-amido)pent-4-enamide). Yield: 44.0%. As a reaction SMILES: [CH3:1][N:2]([C@@H:11]([CH2:15][CH:16]=[CH2:17])[C:12]([OH:14])=O)[S:3]([CH2:6][CH2:7][CH2:8][CH2:9][CH3:10])(=[O:5])=[O:4].CCN=C=NCCC[N+](C)(C)C.[I-].ON1C2C=CC=CC=2N=N1.[CH2:41]([O:44][C@H:45]1[C:53]2[C:48](=[CH:49][C:50]([O:54][CH3:55])=[CH:51][CH:52]=2)[C@@H:47]([NH:56][CH2:57][C@@H:58]([OH:70])[C@@H:59]([NH2:69])[CH2:60][C:61]2[CH:66]=[C:65]([Cl:67])[CH:64]=[C:63]([Cl:68])[CH:62]=2)[CH2:46]1)[CH:42]=[CH2:43]>C(N(CC)CC)C.CN(C)C=O>[CH2:41]([O:44][C@H:45]1[C:53]2[C:48](=[CH:49][C:50]([O:54][CH3:55])=[CH:51][CH:52]=2)[C@@H:47]([NH:56][CH2:57][C@@H:58]([OH:70])[C@@H:59]([NH:69][C:12](=[O:14])[C@@H:11]([N:2]([CH3:1])[S:3]([CH2:6][CH2:7][CH2:8][CH2:9][CH3:10])(=[O:4])=[O:5])[CH2:15][CH:16]=[CH2:17])[CH2:60][C:61]2[CH:62]=[C:63]([Cl:68])[CH:64]=[C:65]([Cl:67])[CH:66]=2)[CH2:46]1)[CH:42]=[CH2:43] |f:1.2|. Reported procedure: Step DL (1): A mixture of 28.7 mg (S)-2-(N-methylpentylsulfonamido)pent-4-enoic acid (0.11 mmol, from Preparation J), 24.8 mg 1-[3-(dimethyamino)propyl]-3-ethyl carbodiimide methiodide (0.083 mmol), 18 mg 1-hydroxybenzotriazole, 3 drops triethylamine and 1 mL dimethyl-formamide was stirred for 15 minutes at rt. The mixture was then added to 21 mg (2R,3S)-1-((1S,3R)-3-(allyloxy)-6-methoxy-2,3-dihydro-1H-inden-1-ylamino)-3-amino-4-(3,5-dichloro-phenyl)butan-2-ol (0.046 mmoles, from Preparation BG)... Reactants: BrCc1ccccc1, CCOC(=O)CS(=O)(=O)c1ccc(OC)cc1, CC(C)=O, [K+], [K+], O=C([O-])[O-], C1COCCOCCOCCOCCOCCO1. The product is CCOC(=O)C(Cc1ccccc1)S(=O)(=O)c1ccc(OC)cc1. RXN SMILES: [Br:18][CH2:19][c:20]1[cH:21][cH:22][cH:23][cH:24][cH:25]1.[CH2:1]([CH3:2])[O:3][C:4]([CH2:5][S:6](=[O:7])(=[O:8])[c:9]1[cH:10][cH:11][c:12]([O:15][CH3:16])[cH:13][cH:14]1)=[O:17].[CH3:50][C:51](=[O:52])[CH3:53].[K+:44].[K+:45].[O-:46][C:47]([O-:48])=[O:49].[O:26]1[CH2:27][CH2:28][O:29][CH2:30][CH2:31][O:32][CH2:33][CH2:34][O:35][CH2:36][CH2:37][O:38][CH2:39][CH2:40][O:41][CH2:42][CH2:43]1>>[CH2:1]([CH3:2])[O:3][C:4]([CH:5]([S:6](=[O:7])(=[O:8])[c:9]1[cH:10][cH:11][c:12]([O:15][CH3:16])[cH:13][cH:14]1)[CH2:19][c:20]1[cH:21][cH:22][cH:23][cH:24][cH:25]1)=[O:17]. The reactants are COC(C(=COC)I)=O (2-iodo-3-methoxy-acrylic acid methyl ester), N1C(=NC2=C1C=CC=C2)N (1H-benzoimidazol-2-ylamine), C[O-].[Na+] (sodium methoxide). Solvent: C(C)O (ethanol). Yields the product IC=1C(N=C2N(C1)C1=C(N2)C=CC=C1)=O (3-iodo-10H-benzo[4,5]imidazo[1,2-a]pyrimidin-2-one). As a reaction SMILES: C[O:2][C:3](=O)[C:4]([I:8])=[CH:5]OC.[NH:10]1[C:14]2[CH:15]=[CH:16][CH:17]=[CH:18][C:13]=2[N:12]=[C:11]1[NH2:19].C[O-].[Na+]>C(O)C>[I:8][C:4]1[C:3](=[O:2])[N:19]=[C:11]2[NH:12][C:13]3[CH:18]=[CH:17][CH:16]=[CH:15][C:14]=3[N:10]2[CH:5]=1 |f:2.3|. Reported procedure: To a mixture of 2-iodo-3-methoxy-acrylic acid methyl ester (1, 1.21 g, 5 mmol), 1H-benzoimidazol-2-ylamine (2, 0.67 g, 5 mmol) and ethanol (30 mL) was added a solution of sodium methoxide (10 mL, 0.5 M in methanol, 5 mmol). The resulted mixture was refluxed for 3 h and concentrated to afford 3-iodo-10H-benzo[4,5]imidazo[1,2-a]pyrimidin-2-one (3). A mixture of (3-tert-butoxycarbonylamino-propyl)-[4-(4,4,5,5-tetramethyl-[1,3,2]dioxaborolan-2-yl)-benzyl]carbamic acid tert-butyl ester (4, 490 mg, 1 ... The reactants are C[N+](C)(C)Cc1ccccc1, CS(C)=O, [Cl-], Fc1ccc(CBr)cc1, [Na+], [OH-], OCc1cccs1. The product is Fc1ccc(COCc2cccs2)cc1. As a reaction SMILES: [CH2:24]([N+:25]([CH3:26])([CH3:27])[CH3:28])[c:29]1[cH:30][cH:31][cH:32][cH:33][cH:34]1.[CH3:19][S:20]([CH3:21])=[O:22].[Cl-:23].[F:1][c:2]1[cH:3][cH:4][c:5]([CH2:6][Br:7])[cH:8][cH:9]1.[Na+:18].[OH-:17].[s:10]1[c:11]([CH2:15][OH:16])[cH:12][cH:13][cH:14]1>>[F:1][c:2]1[cH:3][cH:4][c:5]([CH2:6][O:16][CH2:15][c:11]2[s:10][cH:14][cH:13][cH:12]2)[cH:8][cH:9]1. Reactants: II (iodine), BrC=1C=C(C=CC1F)C(=C)C1=CC(=C(C=C1)OS(=O)(=O)C)C (methanesulfonic acid 4-[1-(3-bromo-4-fluoro-phenyl)-vinyl]-2-methyl-phenyl ester), C(C)(=O)OCC.C(C)#N (ethyl acetate acetonitrile), crude product, N (ammonia). The reagents and catalysts are [Ag]OC#N (silver cyanate). The solvent is C(C)(=O)OCC (ethyl acetate). The product is NC=1OCC(N1)(C1=CC(=C(C=C1)F)Br)C1=CC(=C(C=C1)OS(=O)(=O)C)C (Methanesulfonic acid 4-[(RS)-2-amino-4-(3-bromo-4-fluoro-phenyl)-4,5-dihydro-oxazol-4-yl]-2-methyl-phenyl ester). Reaction SMILES: II.[Br:3][C:4]1[CH:5]=[C:6]([C:11]([C:13]2[CH:18]=[CH:17][C:16]([O:19][S:20]([CH3:23])(=[O:22])=[O:21])=[C:15]([CH3:24])[CH:14]=2)=[CH2:12])[CH:7]=[CH:8][C:9]=1[F:10].[NH3:25].C([O:29][CH2:30]C)(=O)C.C(#[N:34])C>C(OCC)(=O)C.[Ag]OC#N>[NH2:25][C:30]1[O:29][CH2:12][C:11]([C:13]2[CH:18]=[CH:17][C:16]([O:19][S:20]([CH3:23])(=[O:22])=[O:21])=[C:15]([CH3:24])[CH:14]=2)([C:6]2[CH:7]=[CH:8][C:9]([F:10])=[C:4]([Br:3])[CH:5]=2)[N:34]=1 |f:3.4|. Procedure details: According to general method 2, a solution of iodine in ethyl acetate was added to a mixture of methanesulfonic acid 4-[1-(3-bromo-4-fluoro-phenyl)-vinyl]-2-methyl-phenyl ester (1400 mg, 3.6 mmol) and silver cyanate 1.1 eq in ethyl acetate/acetonitrile. The crude product of this reaction was subsequently reacted with aqueous ammonia (30% by vol). Purification by SCX followed by silica column (dichloromethane/methanol, 95:5) yield 650 mg of product (40%). Starting materials: [BH4-].[Li+] (lithium tetrahydroborate), S(=O)(=O)([O-])[O-].[Na+].[Na+] (Sodium sulfate), aluminium salts, [Cl-].[NH4+] (ammonium chloride), C(C)OC(C1=C(C=CC=C1)N(C)S(=O)(=O)C)=O (2-(methanesulfonyl-methyl-amino)-benzoic acid ethyl ester). Solvent: O1CCCC1 (tetrahydrofuran), ClCCl (dichloromethane), O1CCCC1 (tetrahydrofuran). Reaction conditions: temperature 5 celsius, time 3 hour. Product: OCC1=C(C=CC=C1)N(S(=O)(=O)C)C (N-(2-Hydroxymethyl-phenyl)-N-methyl-methanesulfonamide), oil. The yield is 100.0%. RXN SMILES: [BH4-].[Li+].C([O:5][C:6](=O)[C:7]1[CH:12]=[CH:11][CH:10]=[CH:9][C:8]=1[N:13]([S:15]([CH3:18])(=[O:17])=[O:16])[CH3:14])C.[Cl-].[NH4+].S([O-])([O-])(=O)=O.[Na+].[Na+]>O1CCCC1.ClCCl>[OH:5][CH2:6][C:7]1[CH:12]=[CH:11][CH:10]=[CH:9][C:8]=1[N:13]([CH3:14])[S:15]([CH3:18])(=[O:17])=[O:16] |f:0.1,3.4,5.6.7|. Reported procedure: 195 c) To a cooled, stirred suspension of 2.0 M of lithium tetrahydroborate in tetrahydrofuran (0.630 mL, 1.26 mmol) at 5° C. was added dropwise a solution of 2-(methanesulfonyl-methyl-amino)-benzoic acid ethyl ester (1.08 g, 4.20 mmol) in tetrahydrofuran (10 mL). Gas evolution was noted. The mixture was stirred for 10 minutes at 5° C. then at room temperature for 3 hours. The mixture was cooled to 5° C. and saturated aqueous ammonium chloride (5 mL) was added dropwise. Vigorous gas evolution wa... Starting materials: BrC=1C=CC(=NC1)N1C(O[C@H](C1)CN1N=NC=C1)=O ((5R)-3-(5-Bromopyrid-2-yl)-5-(1H-1,2,3-triazol-1-ylmethyl)-1,3-oxazolidin-2-one), C[Sn](C1=CC=C(S1)C1=NOC(C1)CO)(C)C ({3-[5-(trimethylstannyl)thien-2-yl]-4,5-dihydroisoxazol-5-yl}methanol), O1C(=CC=C1)P(C=1OC=CC1)C=1OC=CC1 (tri-2-furylphosphine). The reagents and catalysts are C1=CC=C(C=C1)/C=C/C(=O)/C=C/C2=CC=CC=C2.C1=CC=C(C=C1)/C=C/C(=O)/C=C/C2=CC=CC=C2.C1=CC=C(C=C1)/C=C/C(=O)/C=C/C2=CC=CC=C2.C(Cl)(Cl)Cl.[Pd].[Pd] (tris(dibenzylideneacetone)dipalladium (0)-chloroform adduct). Reaction conditions: temperature 90 celsius. Product: OCC1CC(=NO1)C1=CC=C(S1)C=1C=CC(=NC1)N1C(O[C@H](C1)CN1N=NC=C1)=O ((5R)-3-(5-{5-[5-(Hydroxymethyl)-4,5-dihydroisoxazol-3-yl]thien-2-yl}pyrid-2-yl)-5-(1H-1,2,3-triazol-1-ylmethyl)-1,3-oxazolidin-2-one). Yield: 40.2%. RXN SMILES: Br[C:2]1[CH:3]=[CH:4][C:5]([N:8]2[CH2:12][C@H:11]([CH2:13][N:14]3[CH:18]=[CH:17][N:16]=[N:15]3)[O:10][C:9]2=[O:19])=[N:6][CH:7]=1.C[Sn](C)(C)[C:22]1[S:26][C:25]([C:27]2[CH2:31][CH:30]([CH2:32][OH:33])[O:29][N:28]=2)=[CH:24][CH:23]=1.O1C=CC=C1P(C1OC=CC=1)C1OC=CC=1>C1C=CC(/C=C/C(/C=C/C2C=CC=CC=2)=O)=CC=1.C1C=CC(/C=C/C(/C=C/C2C=CC=CC=2)=O)=CC=1.C1C=CC(/C=C/C(/C=C/C2C=CC=CC=2)=O)=CC=1.C(Cl)(Cl)Cl.[Pd].[Pd]>[OH:33][CH2:32][CH:30]1[O:29][N:28]=[C:27]([C:25]2[S:26][C:22]([C:2]3[CH:3]=[CH:4][C:5]([N:8]4[CH2:12][C@H:11]([CH2:13][N:14]5[CH:18]=[CH:17][N:16]=[N:15]5)[O:10][C:9]4=[O:19])=[N:6][CH:7]=3)=[CH:23][CH:24]=2)[CH2:31]1 |f:3.4.5.6.7.8|. Procedure: (5R)-3-(5-Bromopyrid-2-yl)-5-(1H-1,2,3-triazol-1-ylmethyl)-1,3-oxazolidin-2-one (187 mg, 0.58 mM), {3-[5-(trimethylstannyl)thien-2-yl]-4,5-dihydroisoxazol-5-yl}methanol (200 mg, 0.58 mM), tris(dibenzylideneacetone)dipalladium (0)-chloroform adduct (60 mg, 0.058 mM) and tri-2-furylphosphine (27 mg, 0.116 mM) were placed in a flask. The solids were degassed and placed under nitrogen. Anhydrous dioxane (5 ml) was added and the suspension was heated at 90° C. for 5 hours. The reaction mixture was co...